Dataset: the Open Reaction Database (ORD), a public repository of structured organic reaction records. Task: describe an organic reaction: reactants, conditions, products, and yield Starting materials: ClC=1C=C2C(=CNC2=CC1)C1CCN(CC1)C (5-chloro-3-(1-methyl-4-piperidinyl)-1H-indole), C(C1=CC=CC=C1)(=O)Cl (benzoyl chloride). The product is C(C1=CC=CC=C1)(=O)N1C=C(C2=CC(=CC=C12)Cl)C1CCN(CC1)C (1-Benzoyl-5-chloro-3-(1-methyl-4-piperidinyl)indole). Reaction SMILES: [Cl:1][C:2]1[CH:3]=[C:4]2[C:8](=[CH:9][CH:10]=1)[NH:7][CH:6]=[C:5]2[CH:11]1[CH2:16][CH2:15][N:14]([CH3:17])[CH2:13][CH2:12]1.[C:18](Cl)(=[O:25])[C:19]1[CH:24]=[CH:23][CH:22]=[CH:21][CH:20]=1>>[C:18]([N:7]1[C:8]2[C:4](=[CH:3][C:2]([Cl:1])=[CH:10][CH:9]=2)[C:5]([CH:11]2[CH2:16][CH2:15][N:14]([CH3:17])[CH2:13][CH2:12]2)=[CH:6]1)(=[O:25])[C:19]1[CH:24]=[CH:23][CH:22]=[CH:21][CH:20]=1. Procedure details: (23.0 mg, 65%); from 5-chloro-3-(1-methyl-4-piperidinyl)-1H-indole (Example 5e, 25 mg, 0.10 mmol) and benzoyl chloride (21.1 mg, 0.15 mmol), HRMS-FAB+ for C21H21N2OCl, calculated MH+ : 353.14206; found: 353.14033. Reactants: COC1=C(C=2C3=C(C(NC2C=C1)=O)SC(=C3)C)C3=CC=C(CNC(OC(C)(C)C)=O)C=C3 (tert-butyl 4-(8-methoxy-2-methyl-4-oxo-4,5-dihydrothieno[2,3-c]quinolin-9-yl)benzylcarbamate), BrB(Br)Br (tribromoborane). Product: NCC1=CC=C(C=C1)C=1C=2C3=C(C(NC2C=CC1O)=O)SC(=C3)C (9-[4-(Aminomethyl)phenyl]-8-hydroxy-2-methylthieno[2,3-c]quinolin-4(5H)-one). Isolated yield 35.0%. RXN SMILES: C[O:2][C:3]1[CH:12]=[CH:11][C:10]2[NH:9][C:8](=[O:13])[C:7]3[S:14][C:15]([CH3:17])=[CH:16][C:6]=3[C:5]=2[C:4]=1[C:18]1[CH:32]=[CH:31][C:21]([CH2:22][NH:23]C(=O)OC(C)(C)C)=[CH:20][CH:19]=1.BrB(Br)Br>>[NH2:23][CH2:22][C:21]1[CH:31]=[CH:32][C:18]([C:4]2[C:5]3[C:6]4[CH:16]=[C:15]([CH3:17])[S:14][C:7]=4[C:8](=[O:13])[NH:9][C:10]=3[CH:11]=[CH:12][C:3]=2[OH:2])=[CH:19][CH:20]=1. Procedure details: Following General Procedure F, tert-butyl 4-(8-methoxy-2-methyl-4-oxo-4,5-dihydrothieno[2,3-c]quinolin-9-yl)benzylcarbamate (80 mg, 0.17 mmol) was reacted with tribromoborane (2.0 mL) to afford the desired product (20 mg, 37%) as an off-white solid: 1H NMR (500 MHz, CD3OD) δ 7.63 (d, J=8.9 Hz, 2H), 7.40-7.37 (m, 3H), 7.15 (d, J=8.1 Hz, 1H), 5.76 (s, 1H), 4.28 (s, 2H), 2.33 (s, 3H); ESI MS m/z 337 [C19H16N2O2S+H]+; HPLC >99%, tR=5.91 min. Starting materials: IC=1C=C2C=CC(N(C2=CC1)CC)=O (1,2-dihydro-6-iodo-1-ethylquinolin-2-one), IC=1C=C2C=CC(N(C2=CC1)C)=O (1,2-dihydro-6-iodo-1-methylquinolin-2-one), C(C)I (ethyl iodide). The solvent is CI (methyl iodide). Yields the product C(C)N1C(C=CC2=CC=CC=C12)=O (1,2-dihydro-1-ethylquinolin-2-one). As a reaction SMILES: I[C:2]1[CH:3]=[C:4]2[C:9](=[CH:10][CH:11]=1)[N:8]([CH2:12][CH3:13])[C:7](=[O:14])[CH:6]=[CH:5]2.IC1C=C2C(=CC=1)N(C)C(=O)C=C2.C(I)C>CI>[CH2:12]([N:8]1[C:9]2[C:4](=[CH:3][CH:2]=[CH:11][CH:10]=2)[CH:5]=[CH:6][C:7]1=[O:14])[CH3:13]. Procedure: The 1,2-dihydro-6-iodo-1-ethylquinolin-2-one used as a starting material was obtained using a similar procedure to that described in the portion of Example 1 which is concerned with the preparation of the starting material 1,2-dihydro-6-iodo-1-methylquinolin-2-one, except that ethyl iodide was used in place in methyl iodide. There were thus obtained in turn 1,2-dihydro-1-ethylquinolin-2-one, m.p. 52°-54° C., and the required starting material as an oil. Reactants: BrBr, CSc1nccc(=O)n1C, ClC(Cl)Cl. Product: CSc1ncc(Br)c(=O)n1C. As a reaction SMILES: [Br:11][Br:12].[CH3:1][n:2]1[c:3]([S:9][CH3:10])[n:4][cH:5][cH:6][c:7]1=[O:8].[Cl:13][CH:14]([Cl:15])[Cl:16]>>[CH3:1][n:2]1[c:3]([S:9][CH3:10])[n:4][cH:5][c:6]([Br:11])[c:7]1=[O:8]. Starting materials: [Al+3], COC(=O)c1ccc2c(OC)ccnc2c1, C1CCOC1, [H-], [H-], [H-], [H-], [Li+]. Product: COc1ccnc2cc(CO)ccc12. Reaction SMILES: [Al+3:2].[C:7](=[O:8])([O:9][CH3:10])[c:11]1[cH:12][cH:13][c:14]2[c:15]([O:21][CH3:22])[cH:16][cH:17][n:18][c:19]2[cH:20]1.[CH2:23]1[O:24][CH2:25][CH2:26][CH2:27]1.[H-:1].[H-:4].[H-:5].[H-:6].[Li+:3]>>[CH2:7]([OH:8])[c:11]1[cH:12][cH:13][c:14]2[c:15]([O:21][CH3:22])[cH:16][cH:17][n:18][c:19]2[cH:20]1. Starting materials: CSc1nc(O)cc(O)n1, [Na+], [Na+], [Na+], O=S(=O)([O-])[O-], [OH-], CCOS(=O)(=O)OCC. Yields the product CCOc1cc(O)nc(SC)n1. RXN SMILES: [CH3:1][S:2][c:3]1[n:4][c:5]([OH:10])[cH:6][c:7]([OH:9])[n:8]1.[Na+:12].[Na+:22].[Na+:23].[O-:24][S:25](=[O:26])(=[O:27])[O-:28].[OH-:11].[S:13]([O:14][CH2:15][CH3:16])([O:19][CH2:17][CH3:18])(=[O:20])=[O:21]>>[CH3:1][S:2][c:3]1[n:4][c:5]([OH:10])[cH:6][c:7]([O:9][CH2:17][CH3:18])[n:8]1. Starting materials: C=C1CC(=O)O1 (diketene), C1(=CC(=CC=C1)N)N (m-phenylenediamine). The solvent is O1CCCC1 (tetrahydrofuran). Reaction conditions: temperature 20 celsius, time 5 hour. Product: C(C)(=O)NC1=CC=CC=C1.C(C)(=O)CC(=O)NC=1C=C(NC(CC(C)=O)=O)C=CC1 (m-(acetylacetamido)-acetyl-acetanilide acetanilide). Yield: 87.6%. RXN SMILES: [CH2:1]=[C:2]1[O:6][C:4](=[O:5])[CH2:3]1.[C:7]1([NH2:14])[CH:12]=[CH:11][CH:10]=[C:9]([NH2:13])[CH:8]=1>O1CCCC1>[C:4]([NH:14][C:7]1[CH:8]=[CH:9][CH:10]=[CH:11][CH:12]=1)(=[O:5])[CH3:3].[C:2]([CH2:3][C:4]([NH:13][C:9]1[CH:8]=[C:7]([CH:12]=[CH:11][CH:10]=1)[NH:14][C:4](=[O:5])[CH2:3][C:2](=[O:6])[CH3:1])=[O:5])(=[O:6])[CH3:1] |f:3.4|. Procedure details: 168 g of diketene were slowly added to a solution of 108 g of m-phenylenediamine in a liter of tetrahydrofuran and the mixture was stirred for 5 hours at 20° C. and then was allowed to stand for 15 hours. The mixture was concentrated to dryness under reduced pressure and the residue was added to methanol. The mixture was vacuum filtered and the recovered precipitate was dried to obtain 180 g of m-(acetylacetamido)-acetyl-acetanilide acetanilide melting at 117° C. Chromatography over silica gel a... Yields the product C1(CCCCC1)N1C(C(NC2=CC(=CC=C12)[N+](=O)[O-])=O)=O (1-cyclohexyl-6-nitroquinoxaline-2,3(1H,4H)-dione). Reported procedure: A mixture of 0.9 g (3.1 mmol) N-cyclohexyl-2-amino-4-nitroaniline and 1.0 g (7.9 mmol) oxalic acid dihydrate in 50 ml 4 N hydrochloric acid was refluxed for 5 h. After cooling to 25° C. the product was filtered off. The crude product was recrystallized (ether-water) to give 0.2 g (19%) 1-cyclohexyl-6-nitroquinoxaline-2,3(1H,4H)-dione. M.p. (DSC): decomp. 1H-NMR (DMSO-d6): 12.2 (1H, broad s), 8.1-7.7 (3H, m), 3.0-1.0 (11H, m). Run in Cl (hydrochloric acid). Conditions: temperature 25 celsius. Starting materials: C1(CCCCC1)NC1=C(C=C(C=C1)[N+](=O)[O-])N (N-cyclohexyl-2-amino-4-nitroaniline), O.O.C(C(=O)O)(=O)O (oxalic acid dihydrate). Yield: 22.3%. Reaction SMILES: [CH:1]1([NH:7][C:8]2[CH:13]=[CH:12][C:11]([N+:14]([O-:16])=[O:15])=[CH:10][C:9]=2[NH2:17])[CH2:6][CH2:5][CH2:4][CH2:3][CH2:2]1.O.O.[C:20](O)(=[O:24])[C:21](O)=[O:22]>Cl>[CH:1]1([N:7]2[C:8]3[C:9](=[CH:10][C:11]([N+:14]([O-:16])=[O:15])=[CH:12][CH:13]=3)[NH:17][C:21](=[O:22])[C:20]2=[O:24])[CH2:2][CH2:3][CH2:4][CH2:5][CH2:6]1 |f:1.2.3|. Procedure details: A mixture of 5g. (0.0194 M) of spiro(cyclohexane 1,2'-indan)-1',4-dione 4-ethylene ketal [9](prepared as in Example 16B), 2.6ml. of hydrazine hydrate and 3.76 g. of potassium hydroxide in 50 ml. of ethylene glycol is heated at reflux for about 1.5 hours. Material is then removed by distillation to bring the pot temperature to 200° C. After about 5 hours of additional heating at reflux, the mixture is allowed to cool and diluted with water. The precipitated solid is collected on a filter, dried a... As a reaction SMILES: C1O[C:4]2([C:12]3[C:7](=[CH:8][CH:9]=[CH:10][CH:11]=3)[CH2:6][C:5]32[CH2:17][CH2:16][C:15](=[O:18])[CH2:14][CH2:13]3)OC1.O.NN.[OH-].[K+].[CH2:25](O)[CH2:26][OH:27]>>[CH2:25]1[O:18][C:15]2([CH2:14][CH2:13][C:5]3([CH2:4][C:12]4[C:7](=[CH:8][CH:9]=[CH:10][CH:11]=4)[CH2:6]3)[CH2:17][CH2:16]2)[O:27][CH2:26]1 |f:1.2,3.4|. Starting materials: 5g, [OH-].[K+] (potassium hydroxide), C(CO)O (ethylene glycol), C1COC2(C3(CC4=CC=CC=C24)CCC(CC3)=O)O1 (spiro(cyclohexane 1,2'-indan)-1',4-dione 4-ethylene ketal), O.NN (hydrazine hydrate). Isolated yield 85.0%. Product: C1COC2(CCC3(CC4=CC=CC=C4C3)CC2)O1 (Spiro(cyclohexane-1,2'-indan)-4-one ethylene ketal). Starting materials: FC1=C(C=CC=C1)C1=CCC(CC1)=O (4-(2-Fluoro-phenyl)-cyclohex-3-enone), FC1=C(C=CC=C1)C1C=CC(CC1)=O (4-(2-Fluorophenyl)-cyclohex-2-enone), [H][H] (hydrogen). The reagents and catalysts are [Pd] (palladium on carbon). Run in C(C)OC(C)=O (ethylacetate). Product: FC1=C(C=CC=C1)C1CCC(CC1)=O (4-(2-fluorophenyl)-cyclohexanone). RXN SMILES: [F:1][C:2]1[CH:7]=[CH:6][CH:5]=[CH:4][C:3]=1[C:8]1[CH2:13][CH2:12][C:11](=[O:14])[CH2:10][CH:9]=1.FC1C=CC=CC=1C1CCC(=O)C=C1.[H][H]>[Pd].C(OC(=O)C)C>[F:1][C:2]1[CH:7]=[CH:6][CH:5]=[CH:4][C:3]=1[CH:8]1[CH2:9][CH2:10][C:11](=[O:14])[CH2:12][CH2:13]1. Procedure details: To a suspension of palladium on carbon (1.1 g) in 100 mL ethylacetate was added the mixture of 4-(2-Fluoro-phenyl)-cyclohex-3-enone and 4-(2-Fluorophenyl)-cyclohex-2-enone (5.1 g) under argon. The suspension was placed under 50 psi hydrogen for 36 h, filtered through celite, concentrated in vacuo, and passed through silica (10% ethylacetate,hexane) to give 4-(2-fluorophenyl)-cyclohexanone (3.5 g).